This data is from the Open Reaction Database (ORD), a public repository of structured organic reaction records. The task is: describe an organic reaction: reactants, conditions, products, and yield The reactants are CCOCCBr, Oc1ccccc1Br, O=C([O-])[O-], [K+], [K+], CN(C)C=O, O. Product: CCOCCOc1ccccc1Br. As a reaction SMILES: [Br:15][CH2:16][CH2:17][O:18][CH2:19][CH3:20].[Br:1][c:2]1[c:3]([OH:8])[cH:4][cH:5][cH:6][cH:7]1.[C:9](=[O:10])([O-:11])[O-:12].[K+:13].[K+:14].[O:22]=[CH:23][N:24]([CH3:25])[CH3:26].[OH2:21]>>[Br:1][c:2]1[c:3]([O:8][CH2:16][CH2:17][O:18][CH2:19][CH3:20])[cH:4][cH:5][cH:6][cH:7]1. Reactants: C=1C=CC2=C(C1)C(OS2(=O)=O)(C=3C=CC(=CC3)O)C=4C=CC(=CC4)O (Phenol Red), branched esters, C(CCCCCCCCCC(C)C)O (isotridecanol). Product: C(CCCCCCC\C=C/C\C=C/CCCCC)(=O)OCCCCCCCCCCC(C)C (Isotridecyl linoleate), C(C1=CC=CC=C1)(=O)OCCCCCCCCCCC(C)C (isotridecyl benzoate). Reaction SMILES: [CH2:1]([OH:14])[CH2:2][CH2:3][CH2:4][CH2:5][CH2:6][CH2:7][CH2:8][CH2:9][CH2:10][CH:11]([CH3:13])[CH3:12].[CH:15]1[CH:16]=[CH:17][C:18]2S(=O)(=O)[O:22][C:21]([C:33]3[CH:34]=[CH:35][C:36](O)=[CH:37][CH:38]=3)([C:26]3[CH:27]=[CH:28][C:29](O)=[CH:30][CH:31]=3)[C:19]=2[CH:20]=1>>[C:1]([O:14][CH2:1][CH2:2][CH2:3][CH2:4][CH2:5][CH2:6][CH2:7][CH2:8][CH2:9][CH2:10][CH:11]([CH3:12])[CH3:13])(=[O:14])[CH2:2][CH2:3][CH2:4][CH2:5][CH2:38][CH2:37][CH2:36]/[CH:35]=[CH:34]\[CH2:33]/[CH:21]=[CH:26]\[CH2:27][CH2:28][CH2:29][CH2:30][CH3:31].[C:21]([O:14][CH2:1][CH2:2][CH2:3][CH2:4][CH2:5][CH2:6][CH2:7][CH2:8][CH2:9][CH2:10][CH:11]([CH3:12])[CH3:13])(=[O:22])[C:19]1[CH:20]=[CH:15][CH:16]=[CH:17][CH:18]=1. Procedure: The sebocyte assay procedure described in Example 2 was repeated with additional branched esters. The results that were obtained are summarized in Table 4. Isotridecyl linoleate and isotridecyl benzoate were synthesised according to the procedure of Example 1, using Exxal® 13 isotridecanol as starting material. The results that were obtained are summarized in Table 5. Phenol Red was used as a positive control. Reaction SMILES: Cl[C:2]1[N:7]=[CH:6][C:5]([C:8]([N:10]([CH3:33])[C:11]2[CH:16]=[CH:15][C:14]([CH2:17][N:18]3[CH2:23][CH2:22][N:21]([C:24]([O:26][C:27]([CH3:30])([CH3:29])[CH3:28])=[O:25])[C@@H:20]([CH3:31])[CH2:19]3)=[C:13]([F:32])[CH:12]=2)=[O:9])=[CH:4][CH:3]=1.[F:34][C:35]1[CH:40]=[CH:39][C:38]([OH:41])=[CH:37][CH:36]=1>>[F:32][C:13]1[CH:12]=[C:11]([N:10]([C:8]([C:5]2[CH:6]=[N:7][C:2]([O:41][C:38]3[CH:39]=[CH:40][C:35]([F:34])=[CH:36][CH:37]=3)=[CH:3][CH:4]=2)=[O:9])[CH3:33])[CH:16]=[CH:15][C:14]=1[CH2:17][N:18]1[CH2:23][CH2:22][N:21]([C:24]([O:26][C:27]([CH3:30])([CH3:29])[CH3:28])=[O:25])[C@@H:20]([CH3:31])[CH2:19]1. Procedure details: The title compound was prepared from 1,1-dimethylethyl (2S)-4-({4-[[(6-chloro-3-pyridinyl)carbonyl](methyl)amino]-2-fluorophenyl}methyl)-2-methyl-1-piperazinecarboxylate (D70) and 4-fluorophenol using a method similar to that described for D55 in Description 55 although the reaction temp./time was 130° C. for 8 h and purification was carried out by column chromatography. δH (CDCl3, 400 MHz) 8.07 (1H, dd), 7.70 (1H, dd), 7.33 (1H, t), 7.05 (4H, m), 6.78 (3H, m), 4.19 (1H, br.s), 3.81 (1H, d), 3.4... Reaction conditions: time 8 hour. Starting materials: ClC1=CC=C(C=N1)C(=O)N(C1=CC(=C(C=C1)CN1C[C@@H](N(CC1)C(=O)OC(C)(C)C)C)F)C (1,1-dimethylethyl (2S)-4-({4-[[(6-chloro-3-pyridinyl)carbonyl](methyl)amino]-2-fluorophenyl}methyl)-2-methyl-1-piperazinecarboxylate), FC1=CC=C(C=C1)O (4-fluorophenol). Product: FC1=C(C=CC(=C1)N(C)C(=O)C=1C=NC(=CC1)OC1=CC=C(C=C1)F)CN1C[C@@H](N(CC1)C(=O)OC(C)(C)C)C (1,1-Dimethylethyl (2S)-4-({2-fluoro-4-[({6-[(4-fluorophenyl)oxy]-3-pyridinyl}carbonyl)(methyl)amino]phenyl}methyl)-2-methyl-1-piperazinecarboxylate).